Dataset: the Open Reaction Database (ORD), a public repository of structured organic reaction records. Task: describe an organic reaction: reactants, conditions, products, and yield Starting materials: ClC1=CC=C2C=CC(=NC2=C1)C=CC=1C=C(C=O)C=CC1 (3-(2-(7-chloro-2-quinolinyl)ethenyl)benzaldehyde), C[Mg+].[Br-] (MeMgBr), C(C)O (ethanol). Solvent: C1CCOC1 (THF). Product: ClC1=CC=C2C=CC(=NC2=C1)C=CC=1C=C(C=CC1)C(C)=O (1-(3-(2-(7-chloro-2-quinolinyl)ethenyl)phenyl)ethanone). As a reaction SMILES: [Cl:1][C:2]1[CH:11]=[C:10]2[C:5]([CH:6]=[CH:7][C:8]([CH:12]=[CH:13][C:14]3[CH:15]=[C:16]([CH:19]=[CH:20][CH:21]=3)[CH:17]=[O:18])=[N:9]2)=[CH:4][CH:3]=1.C[Mg+].[Br-].[CH2:25](O)C>C1COCC1>[Cl:1][C:2]1[CH:11]=[C:10]2[C:5]([CH:6]=[CH:7][C:8]([CH:12]=[CH:13][C:14]3[CH:15]=[C:16]([C:17](=[O:18])[CH3:25])[CH:19]=[CH:20][CH:21]=3)=[N:9]2)=[CH:4][CH:3]=1 |f:1.2|. Procedure: To 3-(2-(7-chloro-2-quinolinyl)ethenyl)benzaldehyde, MeMgBr was added (in THF at 0° C.) to give an ethanol derivative, which was oxidized to the title compound as in Example 15, Step 11. 1H NMR (CD3COCD3): δ 2.68 (3H, s), 7.55-7.68 (3H, m), 7.89-8.05 (6H, m), 8.36 (2H, m). Reactants: O (water), Cl.ClC1=C(C=CC=C1Cl)N1CCNCC1 (1-(2,3-Dichlorophenyl)piperazine hydrochloride), C([O-])([O-])=O.[K+].[K+] (potassium carbonate), BrCCN1C(C2=CC=CC=C2C1=O)=O (2-(2-bromoethyl)isoindoline-1,3-dione). The solvent is CN(C)C=O (DMF). Conditions: time 8 hour. Yields the product ClC1=C(C=CC=C1Cl)N1CCN(CC1)CCN1C(C2=CC=CC=C2C1=O)=O (2-(2-(4-(2,3-dichlorophenyl)piperazin-1-yl)ethyl)isoindoline-1,3-dione). Isolated yield 81.1%. Reaction SMILES: Cl.[Cl:2][C:3]1[C:8]([Cl:9])=[CH:7][CH:6]=[CH:5][C:4]=1[N:10]1[CH2:15][CH2:14][NH:13][CH2:12][CH2:11]1.C(=O)([O-])[O-].[K+].[K+].Br[CH2:23][CH2:24][N:25]1[C:33](=[O:34])[C:32]2[C:27](=[CH:28][CH:29]=[CH:30][CH:31]=2)[C:26]1=[O:35].O>CN(C=O)C>[Cl:2][C:3]1[C:8]([Cl:9])=[CH:7][CH:6]=[CH:5][C:4]=1[N:10]1[CH2:15][CH2:14][N:13]([CH2:23][CH2:24][N:25]2[C:26](=[O:35])[C:27]3[C:32](=[CH:31][CH:30]=[CH:29][CH:28]=3)[C:33]2=[O:34])[CH2:12][CH2:11]1 |f:0.1,2.3.4|. Procedure details: 1-(2,3-Dichlorophenyl)piperazine hydrochloride (3.16 g, 11.8 mmol) and potassium carbonate (4.08 g, 29.5 mmol) were added to the solution of 2-(2-bromoethyl)isoindoline-1,3-dione (3 g, 11.8 mmol) in DMF (20 ml). The reaction mixture was stirred for overnight at room temperature. After reaction complete, water (40 ml) was added and then normal work-up was taken. The residue was purified with normal phase preparative column to afford title compound (3.87 g, 81% yield) as white solid.